The task is: describe an organic reaction: reactants, conditions, products, and yield. This data is from the Open Reaction Database (ORD), a public repository of structured organic reaction records. The reactants are COC1=CC=C(C=C1)C1=CC(=CC=C1)OC1=CC=C(C=C2C(NC(S2)=O)=O)C=C1 (5-[4-(4′-Methoxybiphenyl-3-yloxy)-benzylidene]-thiazolidine-2,4-dione), C(=O)[O-].[NH4+] (ammonium formate). The reagents and catalysts are [Pd] (Pd on carbon). The solvent is C(C)(=O)O (acetic acid). The product is COC1=CC=C(C=C1)C1=CC(=CC=C1)OC1=CC=C(CC2C(NC(S2)=O)=O)C=C1 (5-[4-(4′-Methoxybiphenyl-3-yloxy)-benzyl]-thiazolidine-2,4-dione). Isolated yield 39.5%. RXN SMILES: [CH3:1][O:2][C:3]1[CH:8]=[CH:7][C:6]([C:9]2[CH:14]=[CH:13][CH:12]=[C:11]([O:15][C:16]3[CH:29]=[CH:28][C:19]([CH:20]=[C:21]4[S:25][C:24](=[O:26])[NH:23][C:22]4=[O:27])=[CH:18][CH:17]=3)[CH:10]=2)=[CH:5][CH:4]=1.C([O-])=O.[NH4+]>C(O)(=O)C.[Pd]>[CH3:1][O:2][C:3]1[CH:4]=[CH:5][C:6]([C:9]2[CH:14]=[CH:13][CH:12]=[C:11]([O:15][C:16]3[CH:29]=[CH:28][C:19]([CH2:20][CH:21]4[S:25][C:24](=[O:26])[NH:23][C:22]4=[O:27])=[CH:18][CH:17]=3)[CH:10]=2)=[CH:7][CH:8]=1 |f:1.2|. Procedure: To a suspension of 58 (1.25 g, 3.0 mmol) in acetic acid (30 mL) was added ammonium formate (1.50 g, 24 mmol) and 10% Pd on carbon (1.30 g). After vigorous refluxing for 16 h, the mixture was filtered through Celite, which was subsequently washed with ethyl acetate (100 mL). The mixture was washed with water (2×75 mL), 1N NaHCO3 (50 mL), brine (75 mL) then dried (MgSO4), filtered and concentrated in vacuo. The crude product was dissolved in dichloromethane, adsorbed onto silica gel and purified b... Reactants: NC=1C=C(C=C(C1)C1=CC=C(C=C1)C)C(=O)OC (methyl 5-amino-4′-methylbiphenyl-3-carboxylate), C(C)(C)N(C(C)C)CC (N,N-diisopropylethylamine), BrCCCCC(=O)Cl (5-bromopentanoyl chloride), CC(C)([O-])C.[Na+] (Sodium tert-butoxide), [OH-].[Li+] (lithium hydroxide). Solvent: C(Cl)Cl (CH2Cl2), O (water), CO (MeOH). Run at time 8 hour. Yields the product CC1=CC=C(C=C1)C1=CC(=CC(=C1)N1C(CCCC1)=O)C(=O)O (4′-Methyl-5-(2-oxopiperidin-1-yl)biphenyl-3-carboxylic acid). Reaction SMILES: [NH2:1][C:2]1[CH:3]=[C:4]([C:15]([O:17]C)=[O:16])[CH:5]=[C:6]([C:8]2[CH:13]=[CH:12][C:11]([CH3:14])=[CH:10][CH:9]=2)[CH:7]=1.C(N(CC)C(C)C)(C)C.Br[CH2:29][CH2:30][CH2:31][CH2:32][C:33](Cl)=[O:34].CC(C)([O-])C.[Na+].[OH-].[Li+]>C(Cl)Cl.O.CO>[CH3:14][C:11]1[CH:10]=[CH:9][C:8]([C:6]2[CH:7]=[C:2]([N:1]3[CH2:29][CH2:30][CH2:31][CH2:32][C:33]3=[O:34])[CH:3]=[C:4]([C:15]([OH:17])=[O:16])[CH:5]=2)=[CH:13][CH:12]=1 |f:3.4,5.6|. Procedure details: To a stirred solution of methyl 5-amino-4′-methylbiphenyl-3-carboxylate (410 mg, 1.7 mmol) in CH2Cl2 (30 mL) and N,N-diisopropylethylamine (0.44 mL, 2.5 mmol) at 0° C. was added 5-bromopentanoyl chloride (370 mg, 1.9 mmol). The mixture was stirred at room temperature overnight and then washed with aq. Na2CO3 solution and brine, dried (Na2SO4), and concentrated. The residue was dissolved in THF (30 mL) and cooled to 0° C. Sodium tert-butoxide (200 mg, 2.0 mmol) was added and the mixture was stirr... Reactants: [Br-], COc1cc(Br)c2occc2c1, CCOC(=O)C[Zn+], CN(C)c1ccccc1-c1ccccc1P(C1CCCCC1)C1CCCCC1, C1CCOC1. Product: CCOC(=O)Cc1cc(OC)cc2ccoc12. RXN SMILES: [Br-:41].[Br:1][c:2]1[cH:3][c:4]([O:11][CH3:12])[cH:5][c:6]2[cH:7][cH:8][o:9][c:10]12.[CH2:42]([CH3:43])[O:44][C:45]([CH2:46][Zn+:47])=[O:48].[CH:13]1([P:14]([CH:15]2[CH2:16][CH2:17][CH2:18][CH2:19][CH2:20]2)[c:21]2[cH:22][cH:23][cH:24][cH:25][c:26]2-[c:27]2[cH:28][cH:29][cH:30][cH:31][c:32]2[N:33]([CH3:34])[CH3:35])[CH2:36][CH2:37][CH2:38][CH2:39][CH2:40]1.[O:49]1[CH2:50][CH2:51][CH2:52][CH2:53]1>>[c:2]1([CH2:46][C:45]([O:44][CH2:42][CH3:43])=[O:48])[cH:3][c:4]([O:11][CH3:12])[cH:5][c:6]2[cH:7][cH:8][o:9][c:10]12.